This data is from the Open Reaction Database (ORD), a public repository of structured organic reaction records. The task is: describe an organic reaction: reactants, conditions, products, and yield Starting materials: Br, Br, O=C1CCCC(=O)N1, ClC(Cl)Cl. Yields the product O=C1CCC(Br)C(=O)N1. Reaction SMILES: [Br:1].[BrH:10].[C:2]1(=[O:9])[CH2:3][CH2:4][CH2:5][C:6](=[O:8])[NH:7]1.[CH:11]([Cl:12])([Cl:13])[Cl:14]>>[C:2]1(=[O:9])[CH:3]([Br:10])[CH2:4][CH2:5][C:6](=[O:8])[NH:7]1.